From a dataset of the Open Reaction Database (ORD), a public repository of structured organic reaction records. describe an organic reaction: reactants, conditions, products, and yield Starting materials: NC1=NC(=C2N=CN(C2=N1)OC(COCP(=O)(OCC)OCC)CO)N (2,6-diamino-9-[1-(diethoxyphosphorylmethoxy)-3-hydroxyprop-2-oxy]purine), Br[Si](C)(C)C (bromotrimethylsilane). The solvent is ClCCl (dichloromethane). Conditions: temperature 20 celsius, time 4 hour. The product is NC1=NC(=C2N=CN(C2=N1)OC(CO)COCP(=O)(O)O)N (2,6-diamino-9-[1-hydroxy-3-(phosphonomethoxy)prop-2-oxy]purine). Yield: 63.3%. As a reaction SMILES: [NH2:1][C:2]1[N:10]=[C:9]2[C:5]([N:6]=[CH:7][N:8]2[O:11][CH:12]([CH2:24][OH:25])[CH2:13][O:14][CH2:15][P:16]([O:21]CC)([O:18]CC)=[O:17])=[C:4]([NH2:26])[N:3]=1.Br[Si](C)(C)C>ClCCl>[NH2:1][C:2]1[N:10]=[C:9]2[C:5]([N:6]=[CH:7][N:8]2[O:11][CH:12]([CH2:13][O:14][CH2:15][P:16]([OH:21])([OH:18])=[O:17])[CH2:24][OH:25])=[C:4]([NH2:26])[N:3]=1. Procedure details: To a solution of 2,6-diamino-9-[1-(diethoxyphosphorylmethoxy)-3-hydroxyprop-2-oxy]purine (100 mg, 0.26 mmol) in dichloromethane, was added bromotrimethylsilane (0.34 ml, 2.6 mmol) and the solution stirred under nitrogen for 4 h at 20° C. The solution was evaporated in vacuo and co-distilled with methanol and toluene. Recrystallisation of the residue with ethanol-water afforded 2,6-diamino-9-[1-hydroxy-3-(phosphonomethoxy)prop-2-oxy]purine (55 mg, 65%) as a white solid m.p. >300° C. decomp. λmax ...